The task is: describe an organic reaction: reactants, conditions, products, and yield. This data is from the Open Reaction Database (ORD), a public repository of structured organic reaction records. The reactants are O[C@H](C(=O)O)CC(C)C ((2S)-2-hydroxy-4-methylpentanoic acid), [H-].[Na+] (NaH), ICCCCC (iodopentane), O (water). Solvent: CN(C)C=O (DMF). Reaction conditions: time 20 minute. Product: CC(C[C@@H](C(=O)OCCCCC)OCCCCC)C ((2S)-pentyl 4-methyl-2-pentyloxypentanoate), oil. The yield is 4.0%. As a reaction SMILES: [OH:1][C@@H:2]([CH2:6][CH:7]([CH3:9])[CH3:8])[C:3]([OH:5])=[O:4].[H-].[Na+].I[CH2:13][CH2:14][CH2:15][CH2:16][CH3:17].O>CN(C=O)C>[CH3:8][CH:7]([CH3:9])[CH2:6][C@H:2]([O:1][CH2:3][CH2:2][CH2:6][CH2:7][CH3:8])[C:3]([O:5][CH2:13][CH2:14][CH2:15][CH2:16][CH3:17])=[O:4] |f:1.2|. Reported procedure: To a solution of (2S)-2-hydroxy-4-methylpentanoic acid 8 (1 g, 7.6 mmol) in 50 mL DMF at 0° C. was added NaH (0.6 g, 15.2 mmol) and stirred for 20 min, followed by the addition of iodopentane (1.5 g, 7.6 mmol). The reaction mixture was stirred at rt for additional 16 h. The solution was poured into water and the layers separated. The aqueous layer was extracted with methylene chloride and the combined extracts were washed with sat'd NaHCO3, dried over magnesium sulfate, and concentrated to a cru... Starting materials: N[C@@H](C(=O)N1CCC(CC1)N1C(N2C(C1)=CN=C2CO[Si](C)(C)C(C)(C)C)=O)C(C)(C)C (2-(1-((2R)-2-amino-3,3-dimethylbutanoyl)-4-piperidinyl)-5-(((tert-butyldimethylsilyl)oxy)methyl)-1,2-dihydro-3H-imidazo[1,5-c]imidazol-3-one), ClC1=CC=C(C=C1)N=C=O (4-chlorophenyl isocyanate). The solvent is C(C)#N (acetonitrile). Yields the product [Si](C)(C)(C(C)(C)C)OCC1=NC=C2N1C(N(C2)C2CCN(CC2)C(=O)[C@@H](C(C)(C)C)NC(=O)NC2=CC=C(C=C2)Cl)=O (N-((1R)-1-((4-(5-(((tert-butyldimethylsilyl)oxy)methyl)-3-oxo-1H-imidazo[1,5-c]imidazol-2(3H)-yl)-1-piperidinyl)carbonyl)-2,2-dimethylpropyl)-N′-(4-chlorophenyl)urea). The yield is 86.5%. As a reaction SMILES: [NH2:1][C@H:2]([C:29]([CH3:32])([CH3:31])[CH3:30])[C:3]([N:5]1[CH2:10][CH2:9][CH:8]([N:11]2[CH2:15][C:14]3=[CH:16][N:17]=[C:18]([CH2:19][O:20][Si:21]([C:24]([CH3:27])([CH3:26])[CH3:25])([CH3:23])[CH3:22])[N:13]3[C:12]2=[O:28])[CH2:7][CH2:6]1)=[O:4].[Cl:33][C:34]1[CH:39]=[CH:38][C:37]([N:40]=[C:41]=[O:42])=[CH:36][CH:35]=1>C(#N)C>[Si:21]([O:20][CH2:19][C:18]1[N:13]2[C:12](=[O:28])[N:11]([CH:8]3[CH2:9][CH2:10][N:5]([C:3]([C@H:2]([NH:1][C:41]([NH:40][C:37]4[CH:38]=[CH:39][C:34]([Cl:33])=[CH:35][CH:36]=4)=[O:42])[C:29]([CH3:32])([CH3:31])[CH3:30])=[O:4])[CH2:6][CH2:7]3)[CH2:15][C:14]2=[CH:16][N:17]=1)([C:24]([CH3:25])([CH3:26])[CH3:27])([CH3:22])[CH3:23]. Procedure details: To a solution of 2-(1-((2R)-2-amino-3,3-dimethylbutanoyl)-4-piperidinyl)-5-(((tert-butyldimethylsilyl)oxy)methyl)-1,2-dihydro-3H-imidazo[1,5-c]imidazol-3-one (0.33 g) obtained in Example 83k) in acetonitrile was added 4-chlorophenyl isocyanate (0.11 g), and then mixed at room temperature for 1 hour. Acetonitrile was distilled off under reduced pressure, and then the residue was purified with silica gel column (ethyl acetate) to obtain the title compound as a colorless solid (0.38 g, 85%). Reactants: PTFE, CC=1C(=NN(C1)C1=CC=CC=C1)NC1=CC=C(C=C1)O (4-(4-methyl-1-phenyl-1H-pyrazol-3-ylamino)phenol), ClC1=NC=CC=C1C1=NC(=NC=C1)N (4-(2-chloropyridin-3-yl)pyrimidin-2-amine), C([O-])([O-])=O.[Cs+].[Cs+] (cesium carbonate). The solvent is CS(=O)C (DMSO), CS(=O)C (DMSO). Conditions: temperature 130 celsius, time 16 hour. Yields the product CC=1C(=NN(C1)C1=CC=CC=C1)NC1=CC=C(OC2=NC=CC=C2C2=NC(=NC=C2)N)C=C1 (4-(2-(4-(4-methyl-1-phenyl-1H-pyrazol-3-ylamino)phenoxy)pyridin-3-yl)pyrimidin-2-amine). RXN SMILES: [CH3:1][C:2]1[C:3]([NH:13][C:14]2[CH:19]=[CH:18][C:17]([OH:20])=[CH:16][CH:15]=2)=[N:4][N:5]([C:7]2[CH:12]=[CH:11][CH:10]=[CH:9][CH:8]=2)[CH:6]=1.Cl[C:22]1[C:27]([C:28]2[CH:33]=[CH:32][N:31]=[C:30]([NH2:34])[N:29]=2)=[CH:26][CH:25]=[CH:24][N:23]=1.C(=O)([O-])[O-].[Cs+].[Cs+]>CS(C)=O>[CH3:1][C:2]1[C:3]([NH:13][C:14]2[CH:15]=[CH:16][C:17]([O:20][C:22]3[C:27]([C:28]4[CH:33]=[CH:32][N:31]=[C:30]([NH2:34])[N:29]=4)=[CH:26][CH:25]=[CH:24][N:23]=3)=[CH:18][CH:19]=2)=[N:4][N:5]([C:7]2[CH:8]=[CH:9][CH:10]=[CH:11][CH:12]=2)[CH:6]=1 |f:2.3.4|. Reported procedure: A resealable reaction tube was charged with 4-(4-methyl-1-phenyl-1H-pyrazol-3-ylamino)phenol (0.12 g, 0.45 mmol), 4-(2-chloropyridin-3-yl)pyrimidin-2-amine (0.09 g, 0.45 mmol), cesium carbonate (0.30 g, 0.91 mmol), and DMSO (2.26 ml, 0.2 M). The reaction vessel was sealed and the mixture stirred at 130° C. for 16 h. The reaction was cooled to RT, diluted with 1 ml DMSO and passed through a PTFE acrodisc filter via syringe. The residue was purified by Gilson reverse phase chromatography (10% to 9... Isolated yield 93.0%. Procedure: A mixture of methyl 3-hydroxy-5-[(3S)-1-methyl-2-oxo-pyrrolidin-3-yl]oxy-benzoate (Intermediate 8) (530 mg, 2 mmol), 5-chloro-N,N-dimethyl-pyrazine-2-carboxamide (CAS no. 915949-00-7) (446 mg, 2.4 mmol) and potassium carbonate (552 mg, 4 mmol) in acetonitrile (15 mL) was stirred at 120° C. for 2 hours. The mixture was evaporated and the residue dissolved in ethyl acetate (30 mL), washed with water (2×10 mL) and brine (20 mL), dried (MgSO4) and evaporated. The residue was purified by flash chroma... Reactants: OC=1C=C(C(=O)OC)C=C(C1)O[C@@H]1C(N(CC1)C)=O (methyl 3-hydroxy-5-[(3S)-1-methyl-2-oxo-pyrrolidin-3-yl]oxy-benzoate), OC=1C=C(C(=O)OC)C=C(C1)O[C@@H]1C(N(CC1)C)=O (methyl 3-hydroxy-5-[(3S)-1-methyl-2-oxo-pyrrolidin-3-yl]oxy-benzoate), ClC=1N=CC(=NC1)C(=O)N(C)C (5-chloro-N,N-dimethyl-pyrazine-2-carboxamide), C([O-])([O-])=O.[K+].[K+] (potassium carbonate). The product is CN(C(=O)C=1N=CC(=NC1)OC=1C=C(C(=O)OC)C=C(C1)O[C@@H]1C(N(CC1)C)=O)C (Methyl 3-[5-(dimethylcarbamoyl)pyrazin-2-yl]oxy-5-[(3S)-1-methyl-2-oxo-pyrrolidin-3-yl]oxy-benzoate). Solvent: C(C)#N (acetonitrile). As a reaction SMILES: [OH:1][C:2]1[CH:3]=[C:4]([CH:9]=[C:10]([O:12][C@H:13]2[CH2:17][CH2:16][N:15]([CH3:18])[C:14]2=[O:19])[CH:11]=1)[C:5]([O:7][CH3:8])=[O:6].Cl[C:21]1[N:22]=[CH:23][C:24]([C:27]([N:29]([CH3:31])[CH3:30])=[O:28])=[N:25][CH:26]=1.C(=O)([O-])[O-].[K+].[K+]>C(#N)C>[CH3:30][N:29]([CH3:31])[C:27]([C:24]1[N:25]=[CH:26][C:21]([O:1][C:2]2[CH:3]=[C:4]([CH:9]=[C:10]([O:12][C@H:13]3[CH2:17][CH2:16][N:15]([CH3:18])[C:14]3=[O:19])[CH:11]=2)[C:5]([O:7][CH3:8])=[O:6])=[N:22][CH:23]=1)=[O:28] |f:2.3.4|. Reactants: C(Br)(Br)(Br)Br (carbon tetrabromide), C1(=CC=CC=C1)P(C1=CC=CC=C1)C1=CC=CC=C1 (triphenylphosphine), C(CCC)N(C(CCCCCC#CCO)=O)C (N-butyl-9-hydroxy-N-methyl-7-nonynamide). Run in C(Cl)Cl (methylene chloride). Reaction conditions: temperature 0 celsius, time 30 minute. The product is BrCC#CCCCCCC(=O)N(C)CCCC (9-bromo-N-butyl-N-methyl-7-nonynamide). Yield: 87.3%. As a reaction SMILES: [CH2:1]([N:5]([CH3:17])[C:6](=[O:16])[CH2:7][CH2:8][CH2:9][CH2:10][CH2:11][C:12]#[C:13][CH2:14]O)[CH2:2][CH2:3][CH3:4].C(Br)(Br)(Br)[Br:19].C1(P(C2C=CC=CC=2)C2C=CC=CC=2)C=CC=CC=1>C(Cl)Cl>[Br:19][CH2:14][C:13]#[C:12][CH2:11][CH2:10][CH2:9][CH2:8][CH2:7][C:6]([N:5]([CH2:1][CH2:2][CH2:3][CH3:4])[CH3:17])=[O:16]. Procedure: To a solution of 1.65 g of the product of Step B in 16.5 ml of methylene chloride cooled to -5° C. there were added 2.85 g of carbon tetrabromide and 2.25 g of triphenylphosphine. The reaction solution was stirred for 30 minutes at 0° C. and chromatographed on silica (eluant: methylene chloride-ethyl acetate 90-10) to obtain 1.82 g of the desired product. Reactants: O (water), Cl.ClC1=C(C=CC(=C1)Cl)C=C1SC2=C(N(C1=O)CCN(C)C)C=CC=C2 (2-(2,4-dichlorophenylmethylidene)-4-(2-dimethylaminoethyl)-2H-1,4-benzothiazine-3(4H)-one hydrochloride), C[Si](Cl)(C)C (trimethylchlorosilane), OO (hydrogen peroxide), O (water). The solvent is C(Cl)(Cl)Cl (chloroform). Run at time 30 minute. Yields the product ClC1=C(C=CC(=C1)Cl)C1SC2=C(N(C(C1=O)=O)CCN(C)C)C=CC=C2 (2-(2,4-dichlorophenyl)-5-(2-dimethylaminoethyl)-2,3-dihydro-1,5-benzothiazepine-3,4(5H)-dione). Yield: 105.0%. As a reaction SMILES: Cl.[Cl:2][C:3]1[CH:8]=[C:7]([Cl:9])[CH:6]=[CH:5][C:4]=1[CH:10]=[C:11]1[C:16](=[O:17])[N:15]([CH2:18][CH2:19][N:20]([CH3:22])[CH3:21])[C:14]2[CH:23]=[CH:24][CH:25]=[CH:26][C:13]=2[S:12]1.C[Si](C)(C)Cl.[OH:32]O.O>C(Cl)(Cl)Cl>[Cl:2][C:3]1[CH:8]=[C:7]([Cl:9])[CH:6]=[CH:5][C:4]=1[CH:10]1[C:11](=[O:32])[C:16](=[O:17])[N:15]([CH2:18][CH2:19][N:20]([CH3:22])[CH3:21])[C:14]2[CH:23]=[CH:24][CH:25]=[CH:26][C:13]=2[S:12]1 |f:0.1|. Procedure: The solution of 2-(2,4-dichlorophenylmethylidene)-4-(2-dimethylaminoethyl)-2H-1,4-benzothiazine-3(4H)-one hydrochloride (1 g) in 10 ml of chloroform was cooled below 0° C. and added with trimethylchlorosilane (2 ml), and then added with 30% hydrogen peroxide (0.29 g) for 30 minutes. The solution was stirred for 30 minutes below 0° C., and added with 1 ml of water. After further stirring for 1 hour at room temperature, 10 ml of water was added to the reaction mixture. The aqueous phase of the mix...